From a dataset of the Open Reaction Database (ORD), a public repository of structured organic reaction records. describe an organic reaction: reactants, conditions, products, and yield Reactants: Cu(I)Br, N1=C(C=CC=C1)C1=NC=CC=C1 (2,2′-bipyridine), C(Br)Br.C12C=CC(CC1)C2 (norbornene methylene bromide), styrene(St). Run in C1(=CC=CC=C1)C (toluene). Reaction conditions: temperature 100 celsius, time 12 hour. Product: C1=CC=CC=2C3=CC=CC=C3NC12 (Carbazole). Reaction SMILES: N1[CH:6]=[CH:5][CH:4]=[CH:3][C:2]=1[C:7]1[CH:12]=[CH:11][CH:10]=[CH:9][N:8]=1.C(Br)Br.[CH:16]12CC(CC1)C=[CH:17]2>C1(C)C=CC=CC=1>[CH:10]1[C:9]2[NH:8][C:7]3[C:2](=[CH:3][CH:4]=[CH:5][CH:6]=3)[C:17]=2[CH:16]=[CH:12][CH:11]=1 |f:1.2|. Procedure details: To an ampoule, Cu(I)Br (1 mmol), 2,2′-bipyridine (1 mmol), norbornene methylene bromide (NBMBr) (1 mmol) and styrene(St) (100 mmol) were added in 10 mL toluene. The heterogeneous mixture was placed under vacuum and then degassed via a freeze-pump-thaw cycle thrice. After degassing, the reaction mixture in ampoule was stirred at 100° C. for 12 hrs. The macromonomer containing polystyrene segments (NBMPStBr) was precipitated from methanol. Polymer was dissolved in THF and reprecipitated from metha... The reactants are C(C1=CC=CC=C1)OC(N[C@H](C(=S)N)C)=O (benzyl[(1S)-2-amino-1-methyl-2-thioxoethyl]carbamate), C(=O)NN (formic acid hydrazide). Reagents/catalysts: [Hg](Cl)Cl (mercury(II) chloride). Solvent: C(C)O (ethanol). Conditions: temperature 80 celsius, time 16 hour. Product: N=1N=C(NC1)[C@H](C)NC(OCC1=CC=CC=C1)=O (Benzyl [(1S)-1-(4H-1,2,4-triazol-3-yl)ethyl]carbamate). The yield is 62.9%. As a reaction SMILES: [CH2:1]([O:8][C:9](=[O:16])[NH:10][C@@H:11]([CH3:15])[C:12]([NH2:14])=S)[C:2]1[CH:7]=[CH:6][CH:5]=[CH:4][CH:3]=1.[CH:17]([NH:19][NH2:20])=O>C(O)C.[Hg](Cl)Cl>[N:19]1[N:20]=[C:12]([C@@H:11]([NH:10][C:9](=[O:16])[O:8][CH2:1][C:2]2[CH:3]=[CH:4][CH:5]=[CH:6][CH:7]=2)[CH3:15])[NH:14][CH:17]=1. Reported procedure: To a solution of benzyl[(1S)-2-amino-1-methyl-2-thioxoethyl]carbamate (13.4 g, 56.2 mmol) in ethanol (1.125 L) was added formic acid hydrazide (20.26 g, 337 mmol) and mercury(II) chloride (19.85 g, 73.1 mmol). After 1 h the reaction was filtered and concentrated. Saturated aqueous sodium carbonate and ethyl acetate were added. The organic layer was isolated and the aqueous layer was extracted with ethyl acetate (2×). The combined organic extracts were washed with brine, dried over magnesium sulf... Starting materials: FC1=C(C=CC(=C1)F)[N+](=O)[O-] (2,4-difluoronitrobenzene), C(O)CN (ethanolamine), C([O-])([O-])=O.[Ca+2] (calcium carbonate). Run in O1CCOCC1 (dioxane). Reaction conditions: temperature 80 celsius, time 1 hour. Product: FC1=CC(=C(C=C1)[N+](=O)[O-])NCCO (4-fluoro-2-(β-hydroxyethyl)aminonitrobenzene). Yield: 66.2%. Reaction SMILES: F[C:2]1[CH:7]=[C:6]([F:8])[CH:5]=[CH:4][C:3]=1[N+:9]([O-:11])=[O:10].[CH2:12]([CH2:14][NH2:15])[OH:13].C(=O)([O-])[O-].[Ca+2]>O1CCOCC1>[F:8][C:6]1[CH:5]=[CH:4][C:3]([N+:9]([O-:11])=[O:10])=[C:2]([NH:15][CH2:14][CH2:12][OH:13])[CH:7]=1 |f:2.3|. Procedure details: A mixture of 2,4-difluoronitrobenzene (6.36 g., 40 mmole), ethanolamine (3.04 g., 50 mmole) and calcium carbonate (4 g., 40 mmole) in dioxane (40 ml) was stirred at 80° C. for 1 hour and filtered while hot. The filtrate was diluted with ethyl acetate and washed with H2O and brine. The organic phase was dried over sodium sulfate and evaporated to give a reddish orange solid. Recrystallization from ethyl acetate gave the compound (11) as reddish orange crystals (5.3 g, 66%). Starting materials: CC(=O)OC1CCC2(C)C(=CCC3C2CCC2(C)C(C(C)CCC(=O)C(C)C)CCC32)C1, CO, [K+], [OH-], O, c1ccccc1. Product: CC(C)C(=O)CCC(C)C1CCC2C3CC=C4CC(O)CCC4(C)C3CCC12C. RXN SMILES: [C:1](=[O:2])([CH3:3])[O:4][CH:5]1[CH2:6][C:7]2=[CH:8][CH2:9][CH:10]3[CH:11]4[CH2:12][CH2:13][CH:14]([CH:15]([CH2:16][CH2:17][C:18]([CH:19]([CH3:20])[CH3:21])=[O:22])[CH3:23])[C:24]4([CH3:32])[CH2:25][CH2:26][CH:27]3[C:28]2([CH3:31])[CH2:29][CH2:30]1.[CH3:36][OH:37].[K+:34].[OH-:33].[OH2:35].[cH:38]1[cH:39][cH:40][cH:41][cH:42][cH:43]1>>[OH:4][CH:5]1[CH2:6][C:7]2=[CH:8][CH2:9][CH:10]3[CH:11]4[CH2:12][CH2:13][CH:14]([CH:15]([CH2:16][CH2:17][C:18]([CH:19]([CH3:20])[CH3:21])=[O:22])[CH3:23])[C:24]4([CH3:32])[CH2:25][CH2:26][CH:27]3[C:28]2([CH3:31])[CH2:29][CH2:30]1.